This data is from the Open Reaction Database (ORD), a public repository of structured organic reaction records. The task is: describe an organic reaction: reactants, conditions, products, and yield Reported procedure: 0.2 g of aluminium powder and 70 ml of water are introduced with stirring into a 250-ml glass flask. The suspension obtained is brought to 80° C., then 33.3 ml of an aqueous solution of 0.57N triflic acid is added drop by drop. This mixture is maintained with stirring at 80° C. for 2 hours, then at ambient temperature for 48 hours. The aluminium triflate obtained may then be isolated by eliminating the excess aluminium by filtration and evaporating the water at 100° C. under atmospheric pressure... Reactants: aqueous solution, OS(=O)(=O)C(F)(F)F (triflic acid), [Al] (aluminium). Solvent: O (water). The product is [O-]S(=O)(=O)C(F)(F)F.[Al+3].[O-]S(=O)(=O)C(F)(F)F.[O-]S(=O)(=O)C(F)(F)F (aluminium triflate). RXN SMILES: [Al:1].[OH:2][S:3]([C:6]([F:9])([F:8])[F:7])(=[O:5])=[O:4]>O>[O-:5][S:3]([C:6]([F:9])([F:8])[F:7])(=[O:4])=[O:2].[Al+3:1].[O-:5][S:3]([C:6]([F:9])([F:8])[F:7])(=[O:4])=[O:2].[O-:5][S:3]([C:6]([F:9])([F:8])[F:7])(=[O:4])=[O:2] |f:3.4.5.6|. Conditions: time 48 hour. The product is Cc1ccc(C(=O)NC2CC2)cc1-n1ccc2ccc(OCCN(C)C)cc2c1=O. RXN SMILES: [C:33](=[O:34])([O-:35])[O-:36].[CH3:27][N:28]([CH2:29][CH2:30][Cl:31])[CH3:32].[CH3:41][C:42](=[O:43])[CH3:44].[CH:1]1([NH:4][C:5]([c:6]2[cH:7][c:8](-[n:13]3[c:14](=[O:24])[c:15]4[cH:16][c:17]([OH:23])[cH:18][cH:19][c:20]4[cH:21][cH:22]3)[c:9]([CH3:12])[cH:10][cH:11]2)=[O:25])[CH2:2][CH2:3]1.[ClH:26].[I-:40].[K+:37].[K+:38].[Na+:39]>>[CH:1]1([NH:4][C:5]([c:6]2[cH:7][c:8](-[n:13]3[c:14](=[O:24])[c:15]4[cH:16][c:17]([O:23][CH2:30][CH2:29][N:28]([CH3:27])[CH3:32])[cH:18][cH:19][c:20]4[cH:21][cH:22]3)[c:9]([CH3:12])[cH:10][cH:11]2)=[O:25])[CH2:2][CH2:3]1. Reactants: O=C([O-])[O-], CN(C)CCCl, CC(C)=O, Cc1ccc(C(=O)NC2CC2)cc1-n1ccc2ccc(O)cc2c1=O, Cl, [I-], [K+], [K+], [Na+]. Reactants: C(C(C)C)=O (isobutyraldehyde), N1CCC(CC1)OC1=CC=C(C=C1)NC(=O)N1CC=2C=NC=CC2C1 (N-(4-(piperidin-4-yloxy)phenyl)-1H-pyrrolo[3,4-c]pyridine-2(3H)-carboxamide), N1CCC(=CC1)C1=CC=C(C=C1)NC(=O)N1CC2=CC=CC=C2C1 (N-(4-(1,2,3,6-tetrahydropyridin-4-yl)phenyl)isoindoline-2-carboxamide). The product is CC(CN1CCC(CC1)OC1=CC=C(C=C1)NC(=O)N1CC=2C=NC=CC2C1)C (N-(4-{[1-(2-methylpropyl)piperidin-4-yl]oxy}phenyl)-1,3-dihydro-2H-pyrrolo[3,4-c]pyridine-2-carboxamide). Reaction SMILES: [CH:1](=O)[CH:2]([CH3:4])[CH3:3].[NH:6]1[CH2:11][CH2:10][CH:9]([O:12][C:13]2[CH:18]=[CH:17][C:16]([NH:19][C:20]([N:22]3[CH2:30][C:29]4[CH:28]=[CH:27][N:26]=[CH:25][C:24]=4[CH2:23]3)=[O:21])=[CH:15][CH:14]=2)[CH2:8][CH2:7]1.N1CC=C(C2C=CC(NC(N3CC4C(=CC=CC=4)C3)=O)=CC=2)CC1>>[CH3:1][CH:2]([CH3:4])[CH2:3][N:6]1[CH2:11][CH2:10][CH:9]([O:12][C:13]2[CH:18]=[CH:17][C:16]([NH:19][C:20]([N:22]3[CH2:30][C:29]4[CH:28]=[CH:27][N:26]=[CH:25][C:24]=4[CH2:23]3)=[O:21])=[CH:15][CH:14]=2)[CH2:8][CH2:7]1. Reported procedure: The title compound was prepared as described in Example 429, substituting isobutyraldehyde for isobutyraldehyde and N-(4-(piperidin-4-yloxy)phenyl)-1H-pyrrolo[3,4-c]pyridine-2(3H)-carboxamide for N-(4-(1,2,3,6-tetrahydropyridin-4-yl)phenyl)isoindoline-2-carboxamide. 1H NMR (400 MHz, Pyridine-d5. Temp=90° C.) δ ppm 8.49-8.60 (m, 2H) 8.09 (s, 1H) 7.68-7.80 (m, 2H) 7.10 (d, J=5.19 Hz, 1H) 6.96-7.04 (m, 2H) 4.85 (s, 4H) 4.21-4.28 (m, 1H) 2.65-2.79 (m, 2H) 2.13-2.24 (m, 2H) 2.06 (m, 2H) 1.98 (s, 2H) ... Starting materials: C(CCCCCCC\C=C/CCCCCCCC)(=O)O (oleic acid), C(O)(O)=O.NNC(=N)N (aminoguanidine bicarbonate), oil, C(O)(O)=O.NNC(=N)N (aminoguanidine bicarbonate), 5-W, C(=O)=O (carbon dioxide). Solvent: O (Water), O (water). Conditions: temperature 120 celsius. The product is C(CCCCCCC\C=C/CCCCCCCC)(=O)N.NNC(=N)N (Aminoguanidine Monooleamide). Reaction SMILES: [C:1]([OH:20])(=O)[CH2:2][CH2:3][CH2:4][CH2:5][CH2:6][CH2:7][CH2:8]/[CH:9]=[CH:10]\[CH2:11][CH2:12][CH2:13][CH2:14][CH2:15][CH2:16][CH2:17][CH3:18].C(=O)(O)O.[NH2:25][NH:26][C:27]([NH2:29])=[NH:28].C(=O)=O>O>[C:1]([NH2:25])(=[O:20])[CH2:2][CH2:3][CH2:4][CH2:5][CH2:6][CH2:7][CH2:8]/[CH:9]=[CH:10]\[CH2:11][CH2:12][CH2:13][CH2:14][CH2:15][CH2:16][CH2:17][CH3:18].[NH2:25][NH:26][C:27]([NH2:29])=[NH:28] |f:1.2,5.6|. Reported procedure: In a large reaction vessel was placed oleic acid (3,382 g, 11.97 mols), aminoguanidine bicarbonate (1,500 g of 90%, 9.92 mols), 5-W process oil (1,000 g) and a silicon anti-foamant (1 g). The mixture was stirred vigorously under nitrogen and heated to a temperature of 120° C. The aminoguanidine bicarbonate was observed to dissolve as the temperature of the reaction mixture neared 120° C. As the reaction progressed, carbon dioxide was evolved. The volume of the reaction mixture was expanded by ap... Reactants: [I-].C[S+](=O)(C)C (trimethyl sulfoxonium iodide), [H-].[Na+] (sodium hydride), NC1=CC=C(C=C1)/C=C/C(=O)OCC (ethyl (E)-3-(4-aminophenyl)prop-2-enoate). The solvent is CS(=O)C (DMSO), CS(=O)C (DMSO). Run at time 8 hour. Product: NC1=CC=C(C=C1)[C@H]1[C@@H](C1)C(=O)OCC (ethyl (1R,2R)-2-(4-aminophenyl)cyclopropanecarboxylate). Reaction SMILES: [H-].[Na+].[I-].[CH3:4][S+](C)(C)=O.[NH2:9][C:10]1[CH:15]=[CH:14][C:13](/[CH:16]=[CH:17]/[C:18]([O:20][CH2:21][CH3:22])=[O:19])=[CH:12][CH:11]=1>CS(C)=O>[NH2:9][C:10]1[CH:11]=[CH:12][C:13]([C@@H:16]2[CH2:4][C@H:17]2[C:18]([O:20][CH2:21][CH3:22])=[O:19])=[CH:14][CH:15]=1 |f:0.1,2.3|. Procedure: To a suspension of sodium hydride (36 mg, 0.89 mmol) in DMSO (2 mL) was added the solid trimethyl sulfoxonium iodide (185 mg, 1.05 mmol). The mixture was stirred for 25 min before a solution of ethyl (E)-3-(4-aminophenyl)prop-2-enoate (100 mg, 0.52 mmol) in DMSO (2 mL) was added quickly at RT. The mixture was left to stir overnight. The bulk mixture was quenched with NH4Cl (sat.) and the mixture diluted with water and EtOAc. The layers were separated and the aqueous layer extracted into EtOAc (3... Starting materials: COC1=CC2=C(N=C(O2)C=2C=CC(=NC2)F)C=C1 (5-(6-methoxy-1,3-benzoxazol-2-yl)-2-fluoropyridine), CN(C1=NC=C(C=N1)C=O)C (2-dimethylamino-pyrimidine-5-carbaldehyde), NC1=C(C=C(C(=O)OC)C=C1)O (methyl 4-amino-3-hydroxybenzoate). Product: CN(C1=NC=C(C=N1)C=1OC2=C(N1)C=CC(=C2)C(=O)OC)C (Methyl 2-[2-(dimethylamino)pyrimidin-5-yl]-1,3-benzoxazole-6-carboxylate). The yield is 72.3%. RXN SMILES: COC1C=CC2N=C(C3C=CC(F)=NC=3)OC=2C=1.[CH3:19][N:20]([CH3:29])[C:21]1[N:26]=[CH:25][C:24]([CH:27]=[O:28])=[CH:23][N:22]=1.[NH2:30][C:31]1[CH:40]=[CH:39][C:34]([C:35]([O:37][CH3:38])=[O:36])=[CH:33][C:32]=1O>>[CH3:19][N:20]([CH3:29])[C:21]1[N:22]=[CH:23][C:24]([C:27]2[O:28][C:32]3[CH:33]=[C:34]([C:35]([O:37][CH3:38])=[O:36])[CH:39]=[CH:40][C:31]=3[N:30]=2)=[CH:25][N:26]=1. Reported procedure: The synthesis was performed according to the procedure described for 5-(6-methoxy-1,3-benzoxazol-2-yl)-2-fluoropyridine starting with 180 mg of 2-dimethylamino-pyrimidine-5-carbaldehyde and 200 mg of methyl 4-amino-3-hydroxybenzoate to give 256.8 mg of the title compound. The reactants are C(=O)C1=C(C(=O)O)C=C(C=C1)OC (2-formyl-5-methoxy-benzoic acid), CNN (methyl hydrazine), C(C)O (ethanol). The product is CC1=CC=C2C=NN(C(C2=C1)=O)C (7-methyl-2-methyl-2H-phthalazin-1-one). Reaction SMILES: [CH:1]([C:3]1[CH:11]=[CH:10][C:9](OC)=[CH:8][C:4]=1[C:5]([OH:7])=O)=O.[CH3:14][NH:15][NH2:16].[CH2:17](O)C>>[CH3:17][C:9]1[CH:8]=[C:4]2[C:3]([CH:1]=[N:16][N:15]([CH3:14])[C:5]2=[O:7])=[CH:11][CH:10]=1. Procedure: A solution of 2-formyl-5-methoxy-benzoic acid (1.0 g, 6.10 mmol) and methyl hydrazine (0.481 mL, 1.5 eq.) in ethanol (15 mL) was stirred at 85° C. for 1.5 days. The solvent was removed and the solid was collected and washed with cold EtOH to give 7-methyl-2-methyl-2H-phthalazin-1-one (780 mg): MS m/z 191 (M+H). The reactants are N[C@@H](CCCCN)C(=O)O (L-lysine), C([C@@H](O)CC(=O)O)(=O)O (L-malic acid). The product is O.C([C@@H](O)CC(=O)O)(=O)O.N[C@@H](CCCCN)C(=O)O (L-lysine L-malate monohydrate). Isolated yield 138.5%. RXN SMILES: [NH2:1][C@H:2]([C:8]([OH:10])=[O:9])[CH2:3][CH2:4][CH2:5][CH2:6][NH2:7].[C:11]([OH:19])(=[O:18])[C@H:12]([CH2:14][C:15]([OH:17])=[O:16])[OH:13]>>[OH2:9].[C:11]([OH:19])(=[O:18])[C@H:12]([CH2:14][C:15]([OH:17])=[O:16])[OH:13].[NH2:1][C@H:2]([C:8]([OH:10])=[O:9])[CH2:3][CH2:4][CH2:5][CH2:6][NH2:7] |f:2.3.4|. Procedure: To an aqueous solution (200 ml) of free L-lysine (content of L-lysine: 0.558 mole) is gradually added with stirring L-malic acid (36.51 g, 1/2 mole per 1 mole of L-lysine). After the reaction, the reaction mixture is concentrated under reduced pressure until the total amount of the mixture becomes 214 ml. To the resulting aqueous solution is added with stirring methanol (250 ml) to precipitate crystals. To the mixture is further added methanol (each 55 ml) for ten times at an interval of 30 minu... Starting materials: CC(C)C[Al+]CC(C)C, CCO, COc1cc2c(cc1O)CCC1C2CCC2(C)C(O)CCC12, Cc1ccccc1, CCO, [H-], O. Product: CC12CCC3c4cc(O)c(O)cc4CCC3C1CCC2O. RXN SMILES: [CH2:31]([Al+:32][CH2:33][CH:34]([CH3:35])[CH3:36])[CH:37]([CH3:38])[CH3:39].[CH2:44]([OH:45])[CH3:46].[CH3:1][O:2][c:3]1[c:4]([OH:22])[cH:5][c:6]2[c:19]([cH:20]1)[CH:18]1[CH:9]([CH2:8][CH2:7]2)[CH:10]2[CH2:11][CH2:12][CH:13]([OH:21])[C:14]2([CH3:15])[CH2:16][CH2:17]1.[CH3:23][c:24]1[cH:25][cH:26][cH:27][cH:28][cH:29]1.[CH3:40][CH2:41][OH:42].[H-:30].[OH2:43]>>[OH:2][c:3]1[c:4]([OH:22])[cH:5][c:6]2[c:19]([cH:20]1)[CH:18]1[CH:9]([CH2:8][CH2:7]2)[CH:10]2[CH2:11][CH2:12][CH:13]([OH:21])[C:14]2([CH3:15])[CH2:16][CH2:17]1.